This data is from the Open Reaction Database (ORD), a public repository of structured organic reaction records. The task is: describe an organic reaction: reactants, conditions, products, and yield Starting materials: CCOc1ccc(CC(=O)Nc2cc(C(=O)N(CC)CC)ccc2[N+](=O)[O-])cc1, CCOC(C)=O. Yields the product CCOc1ccc(CC(=O)Nc2cc(C(=O)N(CC)CC)ccc2N)cc1. RXN SMILES: [CH2:1]([CH3:2])[N:3]([C:4](=[O:5])[c:6]1[cH:7][cH:8][c:9]([N+:25]([O-:26])=[O:27])[c:10]([NH:12][C:13]([CH2:14][c:15]2[cH:16][cH:17][c:18]([O:21][CH2:22][CH3:23])[cH:19][cH:20]2)=[O:24])[cH:11]1)[CH2:28][CH3:29].[CH3:30][CH2:31][O:32][C:33]([CH3:34])=[O:35]>>[CH2:1]([CH3:2])[N:3]([C:4](=[O:5])[c:6]1[cH:7][cH:8][c:9]([NH2:25])[c:10]([NH:12][C:13]([CH2:14][c:15]2[cH:16][cH:17][c:18]([O:21][CH2:22][CH3:23])[cH:19][cH:20]2)=[O:24])[cH:11]1)[CH2:28][CH3:29]. The reactants are NNC(=O)C1CCCCC1, O=CC(Cl)(Cl)Cl, c1ccccc1. The product is O=C(NN=CC(Cl)(Cl)Cl)C1CCCCC1. Reaction SMILES: [CH:1]1([C:7](=[O:8])[NH:9][NH2:10])[CH2:2][CH2:3][CH2:4][CH2:5][CH2:6]1.[Cl:11][C:12]([CH:13]=[O:14])([Cl:15])[Cl:16].[cH:17]1[cH:18][cH:19][cH:20][cH:21][cH:22]1>>[CH:1]1([C:7](=[O:8])[NH:9][N:10]=[CH:13][C:12]([Cl:11])([Cl:15])[Cl:16])[CH2:2][CH2:3][CH2:4][CH2:5][CH2:6]1. Starting materials: CC(=O)N1CCN(c2ccc(NC(=O)Cc3cnc(Cl)c(Cl)c3)nc2)CC1, O=C([O-])[O-], CCO, Cc1cc(B2OC(C)(C)C(C)(C)O2)ccn1, COCCOC, [Na+], [Na+], O, c1ccc(P(c2ccccc2)(c2ccccc2)[Pd](P(c2ccccc2)(c2ccccc2)c2ccccc2)(P(c2ccccc2)(c2ccccc2)c2ccccc2)P(c2ccccc2)(c2ccccc2)c2ccccc2)cc1. Product: CC(=O)N1CCN(c2ccc(NC(=O)Cc3cnc(-c4ccnc(C)c4)c(Cl)c3)nc2)CC1. RXN SMILES: [C:1]([CH3:2])(=[O:3])[N:4]1[CH2:5][CH2:6][N:7]([c:10]2[cH:11][cH:12][c:13]([NH:16][C:17]([CH2:18][c:19]3[cH:20][n:21][c:22]([Cl:26])[c:23]([Cl:25])[cH:24]3)=[O:27])[n:14][cH:15]2)[CH2:8][CH2:9]1.[C:44](=[O:45])([O-:46])[O-:47].[CH3:133][CH2:134][OH:135].[CH3:28][c:29]1[n:30][cH:31][cH:32][c:33]([B:35]2[O:36][C:37]([CH3:38])([CH3:39])[C:40]([CH3:41])([CH3:42])[O:43]2)[cH:34]1.[CH3:50][O:51][CH2:52][CH2:53][O:54][CH3:55].[Na+:48].[Na+:49].[OH2:136].[cH:56]1[cH:57][cH:58][c:59]([P:60]([Pd:61]([P:62]([c:63]2[cH:64][cH:65][cH:66][cH:67][cH:68]2)([c:69]2[cH:70][cH:71][cH:72][cH:73][cH:74]2)[c:75]2[cH:76][cH:77][cH:78][cH:79][cH:80]2)([P:81]([c:82]2[cH:83][cH:84][cH:85][cH:86][cH:87]2)([c:88]2[cH:89][cH:90][cH:91][cH:92][cH:93]2)[c:94]2[cH:95][cH:96][cH:97][cH:98][cH:99]2)[P:100]([c:101]2[cH:102][cH:103][cH:104][cH:105][cH:106]2)([c:107]2[cH:108][cH:109][cH:110][cH:111][cH:112]2)[c:113]2[cH:114][cH:115][cH:116][cH:117][cH:118]2)([c:119]2[cH:120][cH:121][cH:122][cH:123][cH:124]2)[c:125]2[cH:126][cH:127][cH:128][cH:129][cH:130]2)[cH:131][cH:132]1>>[C:1]([CH3:2])(=[O:3])[N:4]1[CH2:5][CH2:6][N:7]([c:10]2[cH:11][cH:12][c:13]([NH:16][C:17]([CH2:18][c:19]3[cH:20][n:21][c:22](-[c:33]4[cH:32][cH:31][n:30][c:29]([CH3:28])[cH:34]4)[c:23]([Cl:25])[cH:24]3)=[O:27])[n:14][cH:15]2)[CH2:8][CH2:9]1. Reactants: BrB(Br)Br, COc1cccc(C(Nc2cccc3ccccc23)C(O)(CBr)C(F)(F)F)c1, O=C([O-])O, CCOC(C)=O, ClCCl, [Na+]. Yields the product Oc1cccc(C(Nc2cccc3ccccc23)C(O)(CBr)C(F)(F)F)c1. RXN SMILES: [B:29]([Br:30])([Br:31])[Br:32].[Br:1][CH2:2][C:3]([CH:4]([c:5]1[cH:6][c:7]([O:11][CH3:12])[cH:8][cH:9][cH:10]1)[NH:13][c:14]1[cH:15][cH:16][cH:17][c:18]2[cH:19][cH:20][cH:21][cH:22][c:23]12)([OH:24])[C:25]([F:26])([F:27])[F:28].[C:33](=[O:34])([OH:35])[O-:36].[CH3:38][CH2:39][O:40][C:41](=[O:42])[CH3:43].[Cl:44][CH2:45][Cl:46].[Na+:37]>>[Br:1][CH2:2][C:3]([CH:4]([c:5]1[cH:6][c:7]([OH:11])[cH:8][cH:9][cH:10]1)[NH:13][c:14]1[cH:15][cH:16][cH:17][c:18]2[cH:19][cH:20][cH:21][cH:22][c:23]12)([OH:24])[C:25]([F:26])([F:27])[F:28]. Starting materials: CC(=O)O, CN(C)C1CCN(C(=O)c2cc3nccc(Oc4ccc([N+](=O)[O-])cc4F)c3s2)C1, Cl, [Fe]. The product is CN(C)C1CCN(C(=O)c2cc3nccc(Oc4ccc(N)cc4F)c3s2)C1. RXN SMILES: [C:31]([OH:32])(=[O:33])[CH3:34].[CH3:1][N:2]([CH:3]1[CH2:4][N:5]([C:8](=[O:9])[c:10]2[cH:11][c:12]3[n:13][cH:14][cH:15][c:16]([O:19][c:20]4[c:21]([F:29])[cH:22][c:23]([N+:26]([O-:27])=[O:28])[cH:24][cH:25]4)[c:17]3[s:18]2)[CH2:6][CH2:7]1)[CH3:30].[ClH:35].[Fe:36]>>[CH3:1][N:2]([CH:3]1[CH2:4][N:5]([C:8](=[O:9])[c:10]2[cH:11][c:12]3[n:13][cH:14][cH:15][c:16]([O:19][c:20]4[c:21]([F:29])[cH:22][c:23]([NH2:26])[cH:24][cH:25]4)[c:17]3[s:18]2)[CH2:6][CH2:7]1)[CH3:30]. Product: ClC1=NC(=CC(=C1)C1CCN(CC1)C(=O)OC(C)(C)C)N1CC(CC1)(F)F (tert-butyl 4-(2-chloro-6-(3,3-difluoropyrrolidin-1-yl)pyridin-4-yl)piperidine-1-carboxylate). Procedure details: A solution of 3,3-difluoropyridine hydrochloride (533 mg, 3.72 mmol, 3.18 equiv), tert-butyl 4-(2,6-dichloropyridin-4-yl)piperidine-1-carboxylate (1.00 g, 1.17 mmol, 1 equiv), and N,N-diisopropylethylamine (1.23 mL, 7.03 mmol, 6.00 equiv) in N-methylpyrrolidinone (2.3 mL) was heated at 130° C. in the microwave (CEM) for 1.5 h. The reaction mixture was diluted with ethyl acetate (50 mL), and the resulting solution was washed with saturated aqueous ammonium chloride solution (2×20 mL). The aqueous... Yield: 46.8%. Solvent: CN1C(CCC1)=O (N-methylpyrrolidinone), C(C)(=O)OCC (ethyl acetate). Reaction SMILES: Cl.[F:2][C:3]1([F:9])[CH:8]=C[CH:6]=[N:5][CH2:4]1.Cl[C:11]1[CH:16]=[C:15]([CH:17]2[CH2:22][CH2:21][N:20]([C:23]([O:25][C:26]([CH3:29])([CH3:28])[CH3:27])=[O:24])[CH2:19][CH2:18]2)[CH:14]=[C:13]([Cl:30])[N:12]=1.C(N(CC)C(C)C)(C)C>CN1CCCC1=O.C(OCC)(=O)C>[Cl:30][C:13]1[CH:14]=[C:15]([CH:17]2[CH2:22][CH2:21][N:20]([C:23]([O:25][C:26]([CH3:29])([CH3:28])[CH3:27])=[O:24])[CH2:19][CH2:18]2)[CH:16]=[C:11]([N:5]2[CH2:6][CH2:8][C:3]([F:2])([F:9])[CH2:4]2)[N:12]=1 |f:0.1|. Reactants: Cl.FC1(CN=CC=C1)F (3,3-difluoropyridine hydrochloride), ClC1=NC(=CC(=C1)C1CCN(CC1)C(=O)OC(C)(C)C)Cl (tert-butyl 4-(2,6-dichloropyridin-4-yl)piperidine-1-carboxylate), C(C)(C)N(C(C)C)CC (N,N-diisopropylethylamine).